This data is from the Open Reaction Database (ORD), a public repository of structured organic reaction records. The task is: describe an organic reaction: reactants, conditions, products, and yield Starting materials: FC(C=1C=C(C=CC1)C1=NSC(=C1N)C(=O)O)(F)F (3-(3-trifluoromethylphenyl)-4-amino-5-isothiazolecarboxylic acid), C(=O)(N1C=NC=C1)N1C=NC=C1 (carbonyldiimidazole), ice water. Run in CN(C)C=O (DMF). Conditions: time 2.25 hour. Product: FC(C=1C=C(C=CC1)C1=NSC(=C1N)C(=O)N)(F)F (3-(3-Trifluoromethylphenyl)-4-amino-5-isothiazolecarboxamide). Reaction SMILES: [F:1][C:2]([F:19])([F:18])[C:3]1[CH:4]=[C:5]([C:9]2[C:13]([NH2:14])=[C:12]([C:15](O)=[O:16])[S:11][N:10]=2)[CH:6]=[CH:7][CH:8]=1.C(N1C=CN=C1)([N:22]1C=CN=C1)=O>CN(C=O)C>[F:1][C:2]([F:19])([F:18])[C:3]1[CH:4]=[C:5]([C:9]2[C:13]([NH2:14])=[C:12]([C:15]([NH2:22])=[O:16])[S:11][N:10]=2)[CH:6]=[CH:7][CH:8]=1. Reported procedure: One gram of 3-(3-trifluoromethylphenyl)-4-amino-5-isothiazolecarboxylic acid and 0.7 g. of carbonyldiimidazole were dissolved in 25 ml. of DMF at ambient temperature. The solution was stirred for 2.25 hours; 3 ml. of 14N aqueous ammonium hydroxide were added and the resulting mixture stirred overnight at ambient temperature after which time it was poured into an ice-water mixture. 3-(3-Trifluoromethylphenyl)-4-amino-5-isothiazolecarboxamide formed in the above reaction precipitated and the preci... Starting materials: CCO, O=C(CNC(=O)c1cccc(C(F)(F)F)c1)NCC1CCN(Cc2ccc([N+](=O)[O-])cc2)CC1. Product: Nc1ccc(CN2CCC(CNC(=O)CNC(=O)c3cccc(C(F)(F)F)c3)CC2)cc1. Reaction SMILES: [CH3:35][CH2:36][OH:37].[N+:1]([O-:2])(=[O:3])[c:4]1[cH:5][cH:6][c:7]([CH2:8][N:9]2[CH2:10][CH2:11][CH:12]([CH2:15][NH:16][C:17]([CH2:18][NH:19][C:20]([c:21]3[cH:22][c:23]([C:27]([F:28])([F:29])[F:30])[cH:24][cH:25][cH:26]3)=[O:31])=[O:32])[CH2:13][CH2:14]2)[cH:33][cH:34]1>>[NH2:1][c:4]1[cH:5][cH:6][c:7]([CH2:8][N:9]2[CH2:10][CH2:11][CH:12]([CH2:15][NH:16][C:17]([CH2:18][NH:19][C:20]([c:21]3[cH:22][c:23]([C:27]([F:28])([F:29])[F:30])[cH:24][cH:25][cH:26]3)=[O:31])=[O:32])[CH2:13][CH2:14]2)[cH:33][cH:34]1. The reactants are N(=O)[O-].[Na+] (sodium nitrite), Cl (hydrochloric acid), CC1=C(N)C=CC=C1C(F)(F)F (2-methyl-3-trifluoromethylaniline), C(C=C)#N (acrylonitrile). The reagents and catalysts are [Cu]=O (copper(II) oxide). The solvent is O (water), ClCCl (dichloromethane), mixture. Reaction conditions: temperature 20 celsius, time 5 minute. The product is ClC(C#N)CC1=C(C(=CC=C1)C(F)(F)F)C (2-chloro-3-(2-methyl-3-trifluoromethylphenyl)-propionitrile). Isolated yield 90.1%. As a reaction SMILES: [ClH:1].[CH3:2][C:3]1[C:9]([C:10]([F:13])([F:12])[F:11])=[CH:8][CH:7]=[CH:6][C:4]=1N.[C:14](#[N:17])[CH:15]=[CH2:16].N([O-])=O.[Na+]>O.[Cu]=O.ClCCl>[Cl:1][CH:15]([CH2:16][C:4]1[CH:6]=[CH:7][CH:8]=[C:9]([C:10]([F:13])([F:12])[F:11])[C:3]=1[CH3:2])[C:14]#[N:17] |f:3.4|. Procedure: 20 mol of concentrated hydrochloric acid is added at 0°-5° C. to a suspension of 16.7 g of 2-methyl-3-trifluoromethylaniline (0.095 mol) in 50 ml mixture is then briefly warmed to 60°-80° C. until a clear solution has formed. The solution is cooled very rapidly to 0°-5° C. with vigorous stirring, 22.4 ml (0.286 mol) of acrylonitrile are added dropwise to the fine suspension at 0°-5° C. and a solution of 6.75 g of sodium nitrite in 10 ml of water is then rapidly added, and the mixture is kept at ...